This data is from the Open Reaction Database (ORD), a public repository of structured organic reaction records. The task is: describe an organic reaction: reactants, conditions, products, and yield Reactants: Cl.NO (Hydroxylamine hydrochloride), [OH-].[Na+] (NaOH), BrC=1C=C(SC1C)C(C=C(C(F)(F)F)C1=CC(=CC(=C1)Cl)Cl)=O (1-(4-bromo-5-methyl-thiophen-2-yl)-3-(3,5-dichloro-phenyl)-4,4,4-trifluoro-but-2-en-1-one). Run in CCO (EtOH). Conditions: time 12 hour. The product is BrC=1C=C(SC1C)C1=NOC(C1)(C(F)(F)F)C1=CC(=CC(=C1)Cl)Cl (3-(4-bromo-5-methyl-thiophen-2-yl)-5-(3,5-dichloro-phenyl)-5-trifluoromethyl-4,5-dihydro-isoxazole). Yield: 54.7%. Reaction SMILES: Cl.[NH2:2][OH:3].[OH-].[Na+].[Br:6][C:7]1[CH:8]=[C:9]([C:13](=O)[CH:14]=[C:15]([C:20]2[CH:25]=[C:24]([Cl:26])[CH:23]=[C:22]([Cl:27])[CH:21]=2)[C:16]([F:19])([F:18])[F:17])[S:10][C:11]=1[CH3:12]>CCO>[Br:6][C:7]1[CH:8]=[C:9]([C:13]2[CH2:14][C:15]([C:20]3[CH:25]=[C:24]([Cl:26])[CH:23]=[C:22]([Cl:27])[CH:21]=3)([C:16]([F:19])([F:18])[F:17])[O:3][N:2]=2)[S:10][C:11]=1[CH3:12] |f:0.1,2.3|. Reported procedure: Hydroxylamine hydrochloride (13 g) and NaOH (18 g) are added to a solution of 1-(4-bromo-5-methyl-thiophen-2-yl)-3-(3,5-dichloro-phenyl)-4,4,4-trifluoro-but-2-en-1-one (84 g, 71% purity) in EtOH (1000 ml) at room temperature. After 12 hours at room, the reaction mixture is concentrated in vacuo, diluted with diethylether and water. The aqueous phase is separated and further extracted two times with diethylether. The organic phases are combined, washed with a saturated aqueous solution of NaCl, d... Yields the product OC=1C=C(C(=O)OC)C=CC1SC (methyl 3-hydroxy-4-(methylthio)benzoate). Yield: 30.3%. Run in O (water), O (water), O (water). Reaction SMILES: Cl.N[C:3]1[CH:4]=[C:5]([CH:10]=[CH:11][C:12]=1[S:13][CH3:14])[C:6]([O:8][CH3:9])=[O:7].N([O-])=[O:16].[Na+]>O>[OH:16][C:3]1[CH:4]=[C:5]([CH:10]=[CH:11][C:12]=1[S:13][CH3:14])[C:6]([O:8][CH3:9])=[O:7] |f:2.3|. Conditions: time 1 hour. Reactants: Cl (hydrochloric acid), NC=1C=C(C(=O)OC)C=CC1SC (methyl 3-amino-4-(methylthio)benzoate), N(=O)[O-].[Na+] (sodium nitrite). Procedure details: A stirred solution of concentrated hydrochloric acid (3.2 mL) in water (3.6 mL) at from 0° C. to 5° C. is treated with methyl 3-amino-4-(methylthio)benzoate (1.97 g), followed by a solution of sodium nitrite (0.82 g) in water (2 mL), at such a rate that the temperature remained from 0° C. to 50° C. The mixture is then allowed to warm to room temperature and it is stirred for a further period of 1 hour. The reaction mixture is treated with water (30 mL) and then heated to 55°-60° C., until the ev... The reactants are OC1=C(C=C(C=C1)C(C(F)(F)F)(F)F)NC(C1=CC=NC=C1)=O (N-[2-hydroxy-5-(pentafluoroethyl)phenyl]isonicotinamide), O1CCCC1 (tetrahydrofuran), C1(=CC=CC=C1)P(C1=CC=CC=C1)C1=CC=CC=C1 (triphenylphosphine), N(=NC(=O)OCC)C(=O)OCC (diethyl azodicarboxylate). The solvent is C1(=CC=CC=C1)C (toluene). Procedure details: To a mixture of 0.49 g of N-[2-hydroxy-5-(pentafluoroethyl)phenyl]isonicotinamide, 5 ml of tetrahydrofuran and 0.46 g of triphenylphosphine, 0.77 g of 40% toluene solution of diethyl azodicarboxylate was added dropwise at room temperature. The reaction mixture was stirred for 1.8 hours. The reaction mixture was concentrated under reduced pressure. The residue was subjected to silica gel column chromatography to give 0.41 g of 5-(pentafluoroethyl)-2-(pyridin-4-yl)-benzoxazole (hereinafter, referr... As a reaction SMILES: O[C:2]1[CH:7]=[CH:6][C:5]([C:8]([F:14])([F:13])[C:9]([F:12])([F:11])[F:10])=[CH:4][C:3]=1[NH:15][C:16](=[O:23])[C:17]1[CH:22]=[CH:21][N:20]=[CH:19][CH:18]=1.O1CCCC1.C1(P(C2C=CC=CC=2)C2C=CC=CC=2)C=CC=CC=1.N(C(OCC)=O)=NC(OCC)=O>C1(C)C=CC=CC=1>[F:14][C:8]([F:13])([C:5]1[CH:6]=[CH:7][C:2]2[O:23][C:16]([C:17]3[CH:22]=[CH:21][N:20]=[CH:19][CH:18]=3)=[N:15][C:3]=2[CH:4]=1)[C:9]([F:10])([F:12])[F:11]. Reaction conditions: time 1.8 hour. The yield is 88.5%. Product: FC(C(F)(F)F)(C=1C=CC2=C(N=C(O2)C2=CC=NC=C2)C1)F (5-(pentafluoroethyl)-2-(pyridin-4-yl)-benzoxazole). Starting materials: CC(=O)O, CC(C)c1ccc(O)cc1, ClI, [Na+], O, O=S([O-])O. The product is CC(C)c1ccc(O)c(I)c1. Reaction SMILES: [CH3:19][C:20](=[O:21])[OH:22].[CH3:1][CH:2]([CH3:3])[c:4]1[cH:5][cH:6][c:7]([OH:10])[cH:8][cH:9]1.[I:11][Cl:12].[Na+:18].[OH2:13].[S:14](=[O:15])([OH:16])[O-:17]>>[CH3:1][CH:2]([CH3:3])[c:4]1[cH:5][c:6]([I:11])[c:7]([OH:10])[cH:8][cH:9]1. Starting materials: C12C3OC3CCCCCCCCC2COC1 (3,15-dioxa-tricyclo[11.3.0.0*2,4*]hexadecane), [I-].[Li+] (lithium iodide). Conditions: temperature 200 celsius. Procedure details: 3,15-Dioxa-tricyclo[11.3.0.0*2,4*]hexadecane from Step 1 (260 g, 1.16 mol) was mixed with lithium iodide (2.5 g, 18.7 mmol) and heated to 200° C. for 8 hours. The reaction was then cooled down and washed with water (500 mL). The crude was distilled to provide dodecahydro-2-oxa-cyclopentacyclododecen-4-one (138 g, ˜53% yield). Isolated yield 53.0%. Yields the product C1OCC2C1CCCCCCCCCC2=O (dodecahydro-2-oxa-cyclopentacyclododecen-4-one). RXN SMILES: [CH:1]12[CH2:16][O:15][CH2:14][CH:13]1[CH2:12][CH2:11][CH2:10][CH2:9][CH2:8][CH2:7][CH2:6][CH2:5][CH:4]1[CH:2]2[O:3]1.[I-].[Li+]>>[CH2:14]1[CH:13]2[CH2:12][CH2:11][CH2:10][CH2:9][CH2:8][CH2:7][CH2:6][CH2:5][CH2:4][C:2](=[O:3])[CH:1]2[CH2:16][O:15]1 |f:1.2|. Starting materials: Cl.ClC1=NC2=CC=CC=C2C(=N1)N(C)C1=CC(=C(C=C1)OC)OC ((2-chloro-quinazolin-4-yl)-(3,4-dimethoxy-phenyl)-methyl-amine hydrochloride), C(O)CN (ethanolamine). The solvent is C(CCC)O (n-butanol). Conditions: temperature 110 celsius. The product is COC=1C=C(C=CC1OC)N(C1=NC(=NC2=CC=CC=C12)NCCO)C (2-{4-[(3,4-Dimethoxy-phenyl)-methyl-amino]-quinazolin-2-ylamino}-ethanol). RXN SMILES: Cl.Cl[C:3]1[N:12]=[C:11]([N:13]([C:15]2[CH:20]=[CH:19][C:18]([O:21][CH3:22])=[C:17]([O:23][CH3:24])[CH:16]=2)[CH3:14])[C:10]2[C:5](=[CH:6][CH:7]=[CH:8][CH:9]=2)[N:4]=1.[CH2:25]([CH2:27][NH2:28])[OH:26]>C(O)CCC>[CH3:24][O:23][C:17]1[CH:16]=[C:15]([N:13]([CH3:14])[C:11]2[C:10]3[C:5](=[CH:6][CH:7]=[CH:8][CH:9]=3)[N:4]=[C:3]([NH:28][CH2:27][CH2:25][OH:26])[N:12]=2)[CH:20]=[CH:19][C:18]=1[O:21][CH3:22] |f:0.1|. Reported procedure: A mixture of (2-chloro-quinazolin-4-yl)-(3,4-dimethoxy-phenyl)-methyl-amine hydrochloride (63 mg; 0.172 mmol) and ethanolamine (32 μL; 0.53 mmol) in n-butanol (2 mL) was heated at 110° C. for 24 h then concd in vacuo. The material was partitioned between DCM (5 mL) and satd NaHCO3 (3 mL). The organic layer was dried (MgSO4), filtered through silica and washed with 100:10:1 CHCl3:MeOH:concd NH4OH, concd then purified by pTLC (EM-13793; 100:10:1 CHCl3:MeOH:concd NH4OH) yielding a pale yellow glass... The reactants are OO (hydrogen peroxide), C1(CCCCC1)O (cyclohexanol), OO (hydrogen peroxide). The reagents and catalysts are catalyst. Run in CO (methanol). Run at time 4 hour. Product: C1(CCCCC1)=O (cyclohexanone), OO (H2O2). Isolated yield 90.0%. Reaction SMILES: [CH:1]1([OH:7])[CH2:6][CH2:5][CH2:4][CH2:3][CH2:2]1.[OH:8][OH:9]>CO>[C:1]1(=[O:7])[CH2:6][CH2:5][CH2:4][CH2:3][CH2:2]1.[OH:8][OH:9]. Procedure details: 50 cc of methanol (40 g), 20 g of cyclohexanol, 6 cc of 36% w/v aqueous hydrogen peroxide and 3 g of catalyst are fed into a glass autoclave. After 4 hours at 88° C., 95.6% of the fed hydrogen peroxide has reacted. 5.6 g of cyclohexanone are obtained with an H2O2 yield of 90%.